The task is: describe an organic reaction: reactants, conditions, products, and yield. This data is from the Open Reaction Database (ORD), a public repository of structured organic reaction records. Starting materials: CS(=O)(=O)OS(=O)(=O)C (Methyl sulfonic anhydride), resultant mixture, COC(=O)N(S(=O)(=O)C1=C(C=C(C=C1)F)\C=C/CCO)C1=CC=C2C3C(COC2=C1C(=O)OC)C3 (methyl (1aRS,7bSR)-5-{N-[methoxycarbonyl]-N-[2-((Z)-4-hydroxybut-1-enyl)-4-fluorobenzene-sulfonyl]amino}-1,1a,2,7b-tetrahydrocyclopropa[c]chromene-4-carboxylate), COC(=O)N(S(=O)(=O)C1=C(C=C(C=C1)F)\C=C/CCO)C1=CC=C2C3C(COC2=C1C(=O)OC)C3 (methyl (1aRS,7bSR)-5-{N-[methoxycarbonyl]-N-[2-((Z)-4-hydroxybut-1-enyl)-4-fluorobenzene-sulfonyl]amino}-1,1a,2,7b-tetrahydrocyclopropa[c]chromene-4-carboxylate), C(C)(C)N(CC)C(C)C (N,N-di-isopropyl-N-ethylamine), C(C)NCC (Diethylamine). Run in O (water), C(Cl)Cl (DCM). Reaction conditions: time 24 hour. Yields the product COC(=O)N(S(=O)(=O)C1=C(C=C(C=C1)F)\C=C/CCN(CC)CC)C1=CC=C2C3C(COC2=C1C(=O)OC)C3 (methyl (1aRS,7bSR)-5-{N-(methoxycarbonyl)-N-[2((Z)-4-diethylaminobut-1-enyl)-4-fluorobenzenesulfonyl]amino}-1,1a,2,7b-tetrahydrocyclopropa-[c]chromene-4-carboxylate). Isolated yield 60.1%. Reaction SMILES: CS(OS(C)(=O)=O)(=O)=O.[CH3:10][O:11][C:12]([N:14]([C:30]1[C:39]([C:40]([O:42][CH3:43])=[O:41])=[C:38]2[C:33]([CH:34]3[CH2:44][CH:35]3[CH2:36][O:37]2)=[CH:32][CH:31]=1)[S:15]([C:18]1[CH:23]=[CH:22][C:21]([F:24])=[CH:20][C:19]=1/[CH:25]=[CH:26]\[CH2:27][CH2:28]O)(=[O:17])=[O:16])=[O:13].[CH:45]([N:48](C(C)C)[CH2:49][CH3:50])(C)[CH3:46].C(NCC)C>C(Cl)Cl.O>[CH3:10][O:11][C:12]([N:14]([C:30]1[C:39]([C:40]([O:42][CH3:43])=[O:41])=[C:38]2[C:33]([CH:34]3[CH2:44][CH:35]3[CH2:36][O:37]2)=[CH:32][CH:31]=1)[S:15]([C:18]1[CH:23]=[CH:22][C:21]([F:24])=[CH:20][C:19]=1/[CH:25]=[CH:26]\[CH2:27][CH2:28][N:48]([CH2:49][CH3:50])[CH2:45][CH3:46])(=[O:17])=[O:16])=[O:13]. Procedure: Methyl sulfonic anhydride (0.062 g) was added to a stirred, cooled mixture of methyl (1aRS,7bSR)-5-{N-[methoxycarbonyl]-N-[2-((Z)-4-hydroxybut-1-enyl)-4-fluorobenzene-sulfonyl]amino}-1,1a,2,7b-tetrahydrocyclopropa[c]chromene-4-carboxylate (Intermediate 73, 0.12 g) and N,N-di-isopropyl-N-ethylamine (0.046 g) in DCM (15 mL) at 0° C. The resultant mixture was stirred at 0° C. for 20 minutes. Diethylamine (0.026 g) was added and the mixture was then stirred at room temperature for 24 hours. The mixt...